Dataset: the Open Reaction Database (ORD), a public repository of structured organic reaction records. Task: describe an organic reaction: reactants, conditions, products, and yield Starting materials: [BH4-].[Na+] (sodium borohydride), O1CCOC12CCC(CC2)=O (1,4-dioxaspiro[4.5]decan-8-one), O (Water). Run in C(C)O (ethanol). Run at temperature 5 celsius, time 1 hour. Yields the product O1CCOC12CCC(CC2)O (1,4-Dioxaspiro[4.5]decan-8-ol). Yield: 84.4%. As a reaction SMILES: [O:1]1[C:5]2([CH2:10][CH2:9][C:8](=[O:11])[CH2:7][CH2:6]2)[O:4][CH2:3][CH2:2]1.[BH4-].[Na+].O>C(O)C>[O:1]1[C:5]2([CH2:10][CH2:9][CH:8]([OH:11])[CH2:7][CH2:6]2)[O:4][CH2:3][CH2:2]1 |f:1.2|. Procedure details: A stirred, cooled (5° C.) solution of 1,4-dioxaspiro[4.5]decan-8-one (20 g, 0.128 mol) in ethanol (250 ml) was treated with sodium borohydride (7.3 g, 0.192 mol) in portions over 20 minutes. The reaction mixture was stirred at 5° C. for 1 hour then at room temperature for 1 hour. Water (20 ml) was added and the mixture was stirred vigorously for 10 minutes then concentrated in vacuo. The residue was partitioned between water (100 ml) and ethyl acetate (100 ml). The organic layer was separated an...